describe an organic reaction: reactants, conditions, products, and yield From a dataset of the Open Reaction Database (ORD), a public repository of structured organic reaction records. Starting materials: CC#CCO, [Cl-], CC(C)(C)COc1cc(Cl)ncn1, [H-], [NH4+], [Na+], C1CCOC1. Yields the product CC#CCOc1cc(OCC(C)(C)C)ncn1. As a reaction SMILES: [CH2:3]([C:4]#[C:5][CH3:6])[OH:7].[Cl-:21].[Cl:8][c:9]1[n:10][cH:11][n:12][c:13]([O:15][CH2:16][C:17]([CH3:18])([CH3:19])[CH3:20])[cH:14]1.[H-:1].[NH4+:22].[Na+:2].[O:23]1[CH2:24][CH2:25][CH2:26][CH2:27]1>>[CH2:3]([C:4]#[C:5][CH3:6])[O:7][c:9]1[n:10][cH:11][n:12][c:13]([O:15][CH2:16][C:17]([CH3:18])([CH3:19])[CH3:20])[cH:14]1. The reactants are O (water), C(=O)(O)[O-].[Na+] (NaHCO3), IN1C(CCC1=O)=O (N-iodosuccinimide), FC1=CC=C(C=C1)C=1C(=C2N(N1)C(CC2)C)C(=O)O (2-(4-fluorophenyl)-6-methyl-5,6-dihydro-4H-pyrrolo[1,2-b]pyrazole-3-carboxylic acid), P(HCOOH). Solvent: CN(C=O)C (dimethylformamide). Conditions: time 16 hour. Yields the product FC1=CC=C(C=C1)C=1C(=C2N(N1)C(CC2)C)I (2-(4-Fluorophenyl)-3-iodo-6-methyl-5,6-dihydro-4H-pyrrolo[1,2-b]pyrazole). As a reaction SMILES: C([O-])(O)=O.[Na+].[I:6]N1C(=O)CCC1=O.[F:14][C:15]1[CH:20]=[CH:19][C:18]([C:21]2[C:22](C(O)=O)=[C:23]3[CH2:28][CH2:27][CH:26]([CH3:29])[N:24]3[N:25]=2)=[CH:17][CH:16]=1.O>CN(C)C=O>[F:14][C:15]1[CH:20]=[CH:19][C:18]([C:21]2[C:22]([I:6])=[C:23]3[CH2:28][CH2:27][CH:26]([CH3:29])[N:24]3[N:25]=2)=[CH:17][CH:16]=1 |f:0.1|. Reported procedure: 3.1 g (36.9 mmol) of NaHCO3 and 2.8 g (12.3 mmol) of N-iodosuccinimide are added to a solution of 3.2 g (12.3 mmol) of 2-(4-fluorophenyl)-6-methyl-5,6-dihydro-4H-pyrrolo[1,2-b]pyrazole-3-carboxylic acid in 25 ml of dimethylformamide. The reaction mixture is stirred at room temperature for 16 h, water is added and the precipitated solid is filtered off and dried. This gives 3.30 g of the desired product in a purity of 77% which are reacted further without further purification: (log P(HCOOH): 3.82...